Dataset: the Open Reaction Database (ORD), a public repository of structured organic reaction records. Task: describe an organic reaction: reactants, conditions, products, and yield Starting materials: [BH4-], COc1c(N2CCC(=O)CC2)cc(Br)cc1C(C)(C)C, CCOC(C)=O, CO, [Cl-], [Na+], O. Yields the product COc1c(N2CCC(O)CC2)cc(Br)cc1C(C)(C)C. As a reaction SMILES: [BH4-:1].[Br:3][c:4]1[cH:5][c:6]([C:19]([CH3:20])([CH3:21])[CH3:22])[c:7]([O:17][CH3:18])[c:8]([N:10]2[CH2:11][CH2:12][C:13](=[O:16])[CH2:14][CH2:15]2)[cH:9]1.[CH3:24][CH2:25][O:26][C:27](=[O:28])[CH3:29].[CH3:30][OH:31].[Cl-:23].[Na+:2].[OH2:32]>>[Br:3][c:4]1[cH:5][c:6]([C:19]([CH3:20])([CH3:21])[CH3:22])[c:7]([O:17][CH3:18])[c:8]([N:10]2[CH2:11][CH2:12][CH:13]([OH:16])[CH2:14][CH2:15]2)[cH:9]1. The reactants are C(C1CO1)N1C(=NC2=C1C=CC=C2)C (1-N-glycidyl-2-methylbenzimidazole), N1CCC(C=C1)C1=CNC2=CC=CC=C12 (3-(4-tetrahydropyridinyl)indole). Product: N1C=C(C2=CC=CC=C12)C=1CCN(CC1)CC(CN1C(=NC2=C1C=CC=C2)C)O (1-[4-(1H-Indol-3-yl)-3,6-dihydro-2H-pyridin-1-yl]-3-(2-methyl-benzoimidazol-1-yl)-propan-2-ol). Yield: 8.4%. RXN SMILES: [CH2:1]([N:5]1[C:9]2[CH:10]=[CH:11][CH:12]=[CH:13][C:8]=2[N:7]=[C:6]1[CH3:14])[CH:2]1[O:4][CH2:3]1.[NH:15]1[CH:20]=[CH:19][CH:18]([C:21]2[C:29]3[C:24](=[CH:25][CH:26]=[CH:27][CH:28]=3)[NH:23][CH:22]=2)[CH2:17][CH2:16]1>>[NH:23]1[C:24]2[C:29](=[CH:28][CH:27]=[CH:26][CH:25]=2)[C:21]([C:18]2[CH2:19][CH2:20][N:15]([CH2:3][CH:2]([OH:4])[CH2:1][N:5]3[C:9]4[CH:10]=[CH:11][CH:12]=[CH:13][C:8]=4[N:7]=[C:6]3[CH3:14])[CH2:16][CH:17]=2)=[CH:22]1. Procedure details: A methanolic solution of 1-N-glycidyl-2-methylbenzimidazole (0.64 g, 3.4 mmole) from example 7 and 3-(4-tetrahydropyridinyl)indole (0.67 g, 3.4 mmole) was refluxed under nitrogen for 24 hours. The reaction mixture was concentrated in vacuo and the product purified by flash silica gel chromatography (10% methanol in ethyl acetate) to afford the titled compound as a pale yellow colored solid (0.11 g, 9% yield). Treatment with a 0.25M ethanolic solution of fumaric acid (0.5 equivalents) gave the re... Reactants: ClC1=C(C(=NS1)Cl)Cl (Trichloroisothiazole), FC(S(=O)(=O)OCCC)(F)F (n-propyl trifluoromethane sulfonate). Solvent: C(Cl)(Cl)(Cl)Cl (CCl4). Yields the product FC(S(=O)(=O)[O-])(F)F.C(CC)[N+]=1SC(=C(C1Cl)Cl)Cl (2-Propyl-3,4,5-trichloroisothiazolium trifluoromethane sulfonate). The yield is 27.6%. RXN SMILES: [Cl:1][C:2]1[S:6][N:5]=[C:4]([Cl:7])[C:3]=1[Cl:8].[F:9][C:10]([F:19])([F:18])[S:11]([O:14][CH2:15][CH2:16][CH3:17])(=[O:13])=[O:12]>C(Cl)(Cl)(Cl)Cl>[F:9][C:10]([F:19])([F:18])[S:11]([O-:14])(=[O:13])=[O:12].[CH2:15]([N+:5]1[S:6][C:2]([Cl:1])=[C:3]([Cl:8])[C:4]=1[Cl:7])[CH2:16][CH3:17] |f:3.4|. Procedure details: Trichloroisothiazole (4.7 g, 0.025 mol) and a solution of 0.02 mol of n-propyl trifluoromethane sulfonate in CCl4 were heated at 110° and CCl4 was removed via distillation. After heating at 110° for 11/2 hrs, the reaction was cooled and ether added. The ether was cooled in an ice bath and the solid collected to yield 2.1 g (28%) of product, mp 95°-99°. Analysis--Calculated for C7H7Cl3F3NO3S: C, 22.09; H, 1.86; Cl, 27.95; N, 3.68; S, 16.84. Found: C, 2160; H, 1.94; Cl, 27.15; N, 3.57; S, 16.27. Starting materials: Intermediate I, C(C)(C)C1=CC=C(C=C1)CN ((4-isopropylphenyl)methanamine), BrC=1C=CC=2N(C1)C=C(N2)C(=O)OCC (ethyl 6-bromoimidazo[1,2-a]pyridine-2-carboxylate). Product: BrC=1C=CC=2N(C1)C=C(N2)C(=O)NCC2=CC=C(C=C2)C(C)C (6-Bromo-N-(4-isopropylbenzyl)imidazo[1,2-a]pyridine-2-carboxamide). As a reaction SMILES: [CH:1]([C:4]1[CH:9]=[CH:8][C:7]([CH2:10][NH2:11])=[CH:6][CH:5]=1)([CH3:3])[CH3:2].[Br:12][C:13]1[CH:14]=[CH:15][C:16]2[N:17]([CH:19]=[C:20]([C:22](OCC)=[O:23])[N:21]=2)[CH:18]=1>>[Br:12][C:13]1[CH:14]=[CH:15][C:16]2[N:17]([CH:19]=[C:20]([C:22]([NH:11][CH2:10][C:7]3[CH:8]=[CH:9][C:4]([CH:1]([CH3:3])[CH3:2])=[CH:5][CH:6]=3)=[O:23])[N:21]=2)[CH:18]=1. Procedure details: The title compound was prepared by essentially following the same procedures described for Intermediate I, using (4-isopropylphenyl)methanamine and ethyl 6-bromoimidazo[1,2-a]pyridine-2-carboxylate as starting materials. Reactants: C=CC(O)(c1ccc(OCc2ccccc2)cc1)c1cc(C)ccc1C, CCO, [H][H]. Product: CCC(O)(c1ccc(OCc2ccccc2)cc1)c1cc(C)ccc1C. RXN SMILES: [CH3:1][c:2]1[c:3]([C:9]([CH:10]=[CH2:11])([c:12]2[cH:13][cH:14][c:15]([O:18][CH2:19][c:20]3[cH:21][cH:22][cH:23][cH:24][cH:25]3)[cH:16][cH:17]2)[OH:26])[cH:4][c:5]([CH3:8])[cH:6][cH:7]1.[CH3:29][CH2:30][OH:31].[H:27][H:28]>>[CH3:1][c:2]1[c:3]([C:9]([CH2:10][CH3:11])([c:12]2[cH:13][cH:14][c:15]([O:18][CH2:19][c:20]3[cH:21][cH:22][cH:23][cH:24][cH:25]3)[cH:16][cH:17]2)[OH:26])[cH:4][c:5]([CH3:8])[cH:6][cH:7]1.